Dataset: the Open Reaction Database (ORD), a public repository of structured organic reaction records. Task: describe an organic reaction: reactants, conditions, products, and yield The reactants are polyphosphoric acid, O=P12OP3(=O)OP(=O)(O1)OP(=O)(O2)O3 (P2O5), N(C1=CC=CC=C1)C1=C(C(=O)O)C=C(C(=C1)C(=O)O)NC1=CC=CC=C1 (2,5-dianilinoterephthalic acid), ClC=1C=C(NC2=C(C(=O)O)C=C(C(=C2)C(=O)O)NC2=CC(=CC=C2)Cl)C=CC1 (2,5-di(3-chloro-anilino)terephthalic acid). Run at temperature 85 celsius. The product is C1=CC=C2C(=C1)C(=O)C3=CC4=C(C=C3N2)C(=O)C5=CC=CC=C5N4 (quinacridone). Reaction SMILES: O=P12OP3(OP(OP(O3)(O1)=O)(=O)O2)=O.[NH:15]([C:22]1[CH:30]=[C:29]([C:31](O)=[O:32])[C:28]([NH:34][C:35]2[CH:40]=[CH:39][CH:38]=[CH:37][CH:36]=2)=[CH:27][C:23]=1[C:24](O)=[O:25])[C:16]1[CH:21]=[CH:20][CH:19]=[CH:18][CH:17]=1.ClC1C=C(C=CC=1)NC1C=C(C(O)=O)C(NC2C=CC=C(Cl)C=2)=CC=1C(O)=O>>[CH:38]1[CH:39]=[C:40]2[C:31]([C:29]3[C:28]([NH:34][C:35]2=[CH:36][CH:37]=1)=[CH:27][C:23]1[C:24]([C:21]2[C:16]([NH:15][C:22]=1[CH:30]=3)=[CH:17][CH:18]=[CH:19][CH:20]=2)=[O:25])=[O:32]. Procedure: 385 parts of polyphosphoric acid, containing 85.0% P2O5, are introduced into a pressure vessel. Then 69.3 parts of 2,5-dianilinoterephthalic acid and 7.7 parts of 2,5-di(3-chloro-anilino)terephthalic acid are introduced with stirring at from 80 to 90° C. and the mixture is heated at 125° C. for 1 hour during which ring closure takes place to form the quinacridone. The reaction mixture is then introduced into a second pressure vessel where it is hydrolyzed under pressure and with stirring with a ... The reactants are C1=CC=CC=C1 (benzene), C(=O)(Cl)Cl (phosgene), C1=CC=CC=C1 (benzene), resultant mixture, resultant solution, ClC(=O)ON1N=NC2=C1C=C(C=C2)Cl (1-chlorocarbonyloxy-6-chloro-1H-benzotriazole), ON1N=NC2=C1C=C(C=C2)Cl (1-hydroxy-6-chloro-1H-benzotriazole), C1=CC=CC=C1 (benzene). The solvent is N1=CC=CC=C1 (pyridine), C(C)(C)(C)O (tert-butyl alcohol), N1=CC=CC=C1 (pyridine). Run at time 30 minute. Product: C(C)(C)(C)OC(=O)ON1N=NC2=C1C=C(C=C2)Cl (1-tert-butoxycarbonyloxy-6-chloro-1H-benzotriazole). Reaction SMILES: [C:1](Cl)(Cl)=O.[OH:5][N:6]1[C:10]2[CH:11]=[C:12]([Cl:15])[CH:13]=[CH:14][C:9]=2[N:8]=[N:7]1.Cl[C:17]([O:19]N1C2C=C(Cl)C=CC=2N=N1)=[O:18].[CH:30]1[CH:35]=[CH:34]C=CC=1>N1C=CC=CC=1.C(O)(C)(C)C>[C:35]([O:19][C:17]([O:5][N:6]1[C:10]2[CH:11]=[C:12]([Cl:15])[CH:13]=[CH:14][C:9]=2[N:8]=[N:7]1)=[O:18])([CH3:34])([CH3:30])[CH3:1]. Procedure details: A solution of phosgene (5 g.) in benzene (23.5 ml.) was dropwise added under ice-cooling to a suspension of 1-hydroxy-6-chloro-1H-benzotriazole (8.5 g.) and pyridine (3.9 g.) in benzene (50 ml.), and the mixture was stirred for 30 minutes at the same temperature and allowed to stand overnight. To the resultant solution containing 1-chlorocarbonyloxy-6-chloro-1H-benzotriazole was dropwise added, over 20 minutes under ice-cooling, a solution of tert-butyl alcohol (3.7 g.) and pyridine (4.0 g.) in ... Reactants: COC(=O)C1C(C2(C=C(CO2)C2=NC(=CC=C2OC)N2N=NN=C2C(F)(F)F)CC1)C1=CC=C(C=C1)F (6-(4-fluorophenyl)-3-[3-methoxy-6-(5-trifluoromethyl-tetrazol-1-yl)-pyridin-2-yl]-1-oxaspiro[4.4]non-3-ene-7-carboxylic acid methyl ester). The reagents and catalysts are [OH-].[Pd+2].[OH-] (palladium hydroxide). Solvent: CO (methanol). Yields the product COC(=O)[C@@H]1[C@H]([C@]2(C[C@H](CO2)C2=NC(=CC=C2OC)N2N=NN=C2C(F)(F)F)CC1)C1=CC=C(C=C1)F ((3S,5R,6S,7S)6-(4-Fluorophenyl)-3-[3-methoxy-6-(5-trifluoromethyl-tetrazol-1-yl)-pyridin-2-yl]-1-oxaspiro[4.4]nonane-7-carboxylic acid methyl ester). Reaction SMILES: [CH3:1][O:2][C:3]([CH:5]1[CH2:30][CH2:29][C:7]2([O:11][CH2:10][C:9]([C:12]3[C:17]([O:18][CH3:19])=[CH:16][CH:15]=[C:14]([N:20]4[C:24]([C:25]([F:28])([F:27])[F:26])=[N:23][N:22]=[N:21]4)[N:13]=3)=[CH:8]2)[CH:6]1[C:31]1[CH:36]=[CH:35][C:34]([F:37])=[CH:33][CH:32]=1)=[O:4]>CO.[OH-].[Pd+2].[OH-]>[CH3:1][O:2][C:3]([C@H:5]1[CH2:30][CH2:29][C@:7]2([O:11][CH2:10][C@H:9]([C:12]3[C:17]([O:18][CH3:19])=[CH:16][CH:15]=[C:14]([N:20]4[C:24]([C:25]([F:28])([F:26])[F:27])=[N:23][N:22]=[N:21]4)[N:13]=3)[CH2:8]2)[C@@H:6]1[C:31]1[CH:32]=[CH:33][C:34]([F:37])=[CH:35][CH:36]=1)=[O:4] |f:2.3.4|. Procedure: This material was made by hydrogenation with H2 in methanol over 20% palladium hydroxide of 6-(4-fluorophenyl)-3-[3-methoxy-6-(5-trifluoromethyl-tetrazol-1-yl)-pyridin-2-yl]-1-oxaspiro[4.4]non-3-ene-7-carboxylic acid methyl ester by the method given in Example 6, Step G. NMR (400 MHz, CDCl3): δ 7.66(d, J=7Hz,1H); 7.29(m, 3H); 6.90(t, J=9 Hz, 2H); 4.1(t, J=7Hz, 1H); 3.88 (s over multiplet, 3H+1H); 3.54(s,3H); 3.2-3.35(m, 3H); 2.25-2.33(m, 1H); 2.1-2.22(m, 3H); 1.90-2.0(m, 2H); Mass spectrum: 522 ... The reactants are COC(COC1=C2CCCC2=C(C=C1)SCC1=CC=C(C=C1)OCC1=CC(=CC(=C1)Cl)Cl)=O ({7-[4(3,5-Dichloro-benzyloxy)-benzylsulfanyl]-indan-4-yloxy}-acetic acid methyl ester), COC(COC1=C2CCCC2=C(C=C1)SCC1=CC=C(C=C1)OCC1=CC(=CC(=C1)Cl)Cl)=O ({7-[4(3,5-Dichloro-benzyloxy)-benzylsulfanyl]-indan-4-yloxy}-acetic acid methyl ester), product, ClC=1C=C(C=C(C1)Cl)CO ((3,5-dichlorophenyl)-methanol), C1(=CC=CC=C1)P(C1=CC=CC=C1)C1=CC=CC=C1 (triphenyl phosphine), N(=NC(=O)OCC)C(=O)OCC (diethyl azodicarboxylate). Solvent: O1CCCC1 (tetrahydrofuran). Run at time 18 hour. Yields the product ClC=1C=C(COC2=CC=C(CSC=3C=CC(=C4CCCC34)OCC(=O)O)C=C2)C=C(C1)Cl ({7-[4-(3,5-Dichloro-benzyloxy)-benzylsulfanyl]-indan-4-yloxy}-acetic acid). As a reaction SMILES: C[O:2][C:3](=[O:33])[CH2:4][O:5][C:6]1[CH:14]=[CH:13][C:12]([S:15][CH2:16][C:17]2[CH:22]=[CH:21][C:20]([O:23][CH2:24][C:25]3[CH:30]=[C:29]([Cl:31])[CH:28]=[C:27]([Cl:32])[CH:26]=3)=[CH:19][CH:18]=2)=[C:11]2[C:7]=1[CH2:8][CH2:9][CH2:10]2.ClC1C=C(CO)C=C(Cl)C=1.C1(P(C2C=CC=CC=2)C2C=CC=CC=2)C=CC=CC=1.N(C(OCC)=O)=NC(OCC)=O>O1CCCC1>[Cl:32][C:27]1[CH:26]=[C:25]([CH:30]=[C:29]([Cl:31])[CH:28]=1)[CH2:24][O:23][C:20]1[CH:19]=[CH:18][C:17]([CH2:16][S:15][C:12]2[CH:13]=[CH:14][C:6]([O:5][CH2:4][C:3]([OH:33])=[O:2])=[C:7]3[C:11]=2[CH2:10][CH2:9][CH2:8]3)=[CH:22][CH:21]=1. Reported procedure: Preparation of {7-[4(3,5-Dichloro-benzyloxy)-benzylsulfanyl]-indan-4-yloxy}-acetic acid methyl ester (compound 77A) The product from Example 75C (0.42 g, 1 mmoles), (3,5-dichlorophenyl)-methanol (0.24 g, 1.3 mmoles), triphenyl phosphine (0.38 g, 1.5 mmoles) and 0.23 mL of diethyl azodicarboxylate (0.25 g, 1.5 mmoles) were dissolved in 9 mL of tetrahydrofuran. The reaction mixture was stirred at room temperature under nitrogen for 18 hrs. The reaction mixture was evaporated to give a residue, whi... Starting materials: [BH4-], C1CCOC1, CO, CS(C)=O, Cl, Cc1cc(Nc2nc(C(=O)c3cccc(F)c3)nc3ccccc23)n[nH]1, [Na+]. Yields the product Cc1cc(Nc2nc(C(O)c3cccc(F)c3)nc3ccccc23)n[nH]1. As a reaction SMILES: [BH4-:34].[CH2:27]1[O:28][CH2:29][CH2:30][CH2:31]1.[CH3:32][OH:33].[CH3:37][S:38]([CH3:39])=[O:40].[ClH:36].[F:1][c:2]1[cH:3][c:4]([C:8](=[O:9])[c:10]2[n:11][c:12]3[cH:13][cH:14][cH:15][cH:16][c:17]3[c:18]([NH:20][c:21]3[n:22][nH:23][c:24]([CH3:26])[cH:25]3)[n:19]2)[cH:5][cH:6][cH:7]1.[Na+:35]>>[F:1][c:2]1[cH:3][c:4]([CH:8]([OH:9])[c:10]2[n:11][c:12]3[cH:13][cH:14][cH:15][cH:16][c:17]3[c:18]([NH:20][c:21]3[n:22][nH:23][c:24]([CH3:26])[cH:25]3)[n:19]2)[cH:5][cH:6][cH:7]1. The reactants are [OH-].[Na+] (sodium hydroxide), O1CCC(CC1)=O (tetrahydro-4H-pyran-4-one), C(C)(=O)O[BH-](OC(C)=O)OC(C)=O.[Na+] (sodium triacetoxyborohydride), [N+](=O)([O-])C=1C=CC=C2C=C(NC12)C(=O)OCC (Ethyl 7-nitroindole-2-carboxylate), Cl (hydrochloric acid). Reagents/catalysts: [Pd] (Pd/C). The solvent is O1CCCC1 (tetrahydrofuran), ClCCCl (1,2-dichloroethane), CO (methanol), O (water). Reaction conditions: time 1 hour. Yields the product O1CCC(CC1)NC=1C=CC=C2C=C(NC12)C(=O)O (7-(tetrahydro-pyran-4-ylamino)-1H-indole-2-carboxylic acid). Isolated yield 75.4%. RXN SMILES: [N+:1]([C:4]1[CH:5]=[CH:6][CH:7]=[C:8]2[C:12]=1[NH:11][C:10]([C:13]([O:15]CC)=[O:14])=[CH:9]2)([O-])=O.[O:18]1[CH2:23][CH2:22][C:21](=O)[CH2:20][CH2:19]1.C(O[BH-](OC(=O)C)OC(=O)C)(=O)C.[Na+].[OH-].[Na+].Cl>CO.O1CCCC1.[Pd].O.ClCCCl>[O:18]1[CH2:23][CH2:22][CH:21]([NH:1][C:4]2[CH:5]=[CH:6][CH:7]=[C:8]3[C:12]=2[NH:11][C:10]([C:13]([OH:15])=[O:14])=[CH:9]3)[CH2:20][CH2:19]1 |f:2.3,4.5|. Procedure: Ethyl 7-nitroindole-2-carboxylate (2.5 g, 10.7 mmol) was dissolved in methanol (50 ml). 10% Pd/C (200 mg) was added, and the mixture was stirred for 1 h under hydrogen gas. The mixture was filtered though celite, and the filtrate was distilled under reduced pressure. The distillate was dissolved 1,2-dichloroethane (50 ml), and tetrahydro-4H-pyran-4-one (1.3 ml, 12.8 mmol) and sodium triacetoxyborohydride (3.4 g, 16.1 mmol) were added. The mixture was stirred for 8 h at room temperature. After co... The reactants are Cl (hydrochloric acid), NC(=C(C(=O)OCC)C)C1=CC=CC=C1 (ethyl 3-amino-2-methyl-3-phenyl-2-propenoate), N1=CC=CC=C1 (pyridine), C(C)(=O)Cl (acetyl chloride). Run in O (water), O1CCCC1 (tetrahydrofuran), O1CCCC1 (tetrahydrofuran). Yields the product C(C)(=O)NC(=C(C(=O)OCC)C)C1=CC=CC=C1 (Ethyl 3-(acetylamino)-2-methyl-3-phenyl-2-propenoate). As a reaction SMILES: [NH2:1][C:2]([C:10]1[CH:15]=[CH:14][CH:13]=[CH:12][CH:11]=1)=[C:3]([CH3:9])[C:4]([O:6][CH2:7][CH3:8])=[O:5].N1C=CC=CC=1.[C:22](Cl)(=[O:24])[CH3:23].Cl>O1CCCC1.O>[C:22]([NH:1][C:2]([C:10]1[CH:11]=[CH:12][CH:13]=[CH:14][CH:15]=1)=[C:3]([CH3:9])[C:4]([O:6][CH2:7][CH3:8])=[O:5])(=[O:24])[CH3:23]. Reported procedure: 76 g of ethyl 3-amino-2-methyl-3-phenyl-2-propenoate were maintained at 15° C. in 600 ml of tetrahydrofuran and 32.3 ml of pyridine while adding 28.44 ml of acetyl chloride in 100 ml of tetrahydrofuran. The mixture was refluxed for 1 hour, then cooled and poured into a liter of water acidified to pH 1 with 2N hydrochloric acid. After extracting with ether, washing with water, with a saturated solution of sodium bicarbonate and then with water, drying and concentrating to dryness under reduced pr... Starting materials: C(C1=CC=CC=C1)N1C=NC=2C(N(C=3C=CC=CC3C21)CC)=O (1-Benzyl-5-ethyl-lH,5H-imidazo[4,5-c]quinolin-4-one). The reagents and catalysts are [C].[Pd] (palladium carbon). The solvent is C(C)(=O)O (acetic acid). Reaction conditions: temperature 70 celsius, time 3 hour. Yields the product C(C)N1C(C2=C(C=3C=CC=CC13)NC=N2)=O (5-Ethyl-lH,5H-imidazo[4,5-c]quinolin-4-one). Isolated yield 94.7%. RXN SMILES: C([N:8]1[C:20]2[C:19]3[CH:18]=[CH:17][CH:16]=[CH:15][C:14]=3[N:13]([CH2:21][CH3:22])[C:12](=[O:23])[C:11]=2[N:10]=[CH:9]1)C1C=CC=CC=1>C(O)(=O)C.[C].[Pd]>[CH2:21]([N:13]1[C:14]2[CH:15]=[CH:16][CH:17]=[CH:18][C:19]=2[C:20]2[NH:8][CH:9]=[N:10][C:11]=2[C:12]1=[O:23])[CH3:22] |f:2.3|. Procedure: 3.0 g (0.0099 mol) of Compound e obtained in Reference Example 4 was dissolved in 110 ml of acetic acid. 0.89 g of 10% palladium carbon was added to the solution. Under hydrogen stream, the solution was stirred 3 hours at 70° C. After filtration, the filtrate was concentrated under reduced pressure. Anhydrous sodium carbonate was added to the solution for neutralization, and a precipitate was collected by filtration and recrystallized from isopropanol-water, to afford 2.0 g (yield: 93%) of Compo... The reactants are CC(=O)O, CC(=O)c1ccc(CCc2cnc3c(N)nc4cc(C)ccc4c3c2)cc1, OC1CCNC1. Product: Cc1ccc2c(c1)nc(N)c1ncc(CCc3ccc(C(C)N4CCC(O)C4)cc3)cc12. RXN SMILES: [CH3:34][C:35](=[O:36])[OH:37].[NH2:1][c:2]1[n:3][c:4]2[c:5]([c:6]3[cH:7][c:8]([CH2:12][CH2:13][c:14]4[cH:15][cH:16][c:17]([C:20]([CH3:21])=[O:22])[cH:18][cH:19]4)[cH:9][n:10][c:11]13)[cH:23][cH:24][c:25]([CH3:27])[cH:26]2.[NH:28]1[CH2:29][CH:30]([OH:33])[CH2:31][CH2:32]1>>[NH2:1][c:2]1[n:3][c:4]2[c:5]([c:6]3[cH:7][c:8]([CH2:12][CH2:13][c:14]4[cH:15][cH:16][c:17]([CH:20]([CH3:21])[N:28]5[CH2:29][CH:30]([OH:33])[CH2:31][CH2:32]5)[cH:18][cH:19]4)[cH:9][n:10][c:11]13)[cH:23][cH:24][c:25]([CH3:27])[cH:26]2.